Dataset: the Open Reaction Database (ORD), a public repository of structured organic reaction records. Task: describe an organic reaction: reactants, conditions, products, and yield Starting materials: [BH4-].[Na+] (NaBH4), Cl (hydrochloric acid), ClC=1C(=C(C(=C(C(=O)F)C1)F)F)F (5-chloro-2,3,4-trifluorobenzoyl fluoride). Run in O1CCOCC1 (dioxane), O1CCOCC1 (dioxane). Product: FC1=C(CO)C=C(C(=C1F)F)Cl (2,3,4-trifluoro-5-chlorobenzyl alcohol). The yield is 88.5%. Reaction SMILES: [BH4-].[Na+].[Cl:3][C:4]1[C:5]([F:15])=[C:6]([F:14])[C:7]([F:13])=[C:8]([CH:12]=1)[C:9](F)=[O:10].Cl>O1CCOCC1>[F:13][C:7]1[C:6]([F:14])=[C:5]([F:15])[C:4]([Cl:3])=[CH:12][C:8]=1[CH2:9][OH:10] |f:0.1|. Procedure details: 62 g of NaBH4 are initially introduced into 320 ml of dioxane. A solution of 319 g of 5-chloro-2,3,4-trifluorobenzoyl fluoride in 640 ml of dioxane is run into this, at the reflux temperature, over the course of 6 hours. After boiling under reflux for a further hour, the mixture is poured onto ice, the pH is adjusted to 1 with dilute hydrochloric acid, and the organic phase is extracted with methylene chloride and then distilled: 261 g of 2,3,4-trifluoro-5-chlorobenzyl alcohol of boiling point 1...